From a dataset of the Open Reaction Database (ORD), a public repository of structured organic reaction records. describe an organic reaction: reactants, conditions, products, and yield Starting materials: O=C1CCCCCCCCCCC1, C1COCCN1, Cc1ccccc1, O, Cc1ccc(S(=O)(=O)O)cc1. Product: C1=C(N2CCOCC2)CCCCCCCCCC1. As a reaction SMILES: [C:1]1(=[O:13])[CH2:2][CH2:3][CH2:4][CH2:5][CH2:6][CH2:7][CH2:8][CH2:9][CH2:10][CH2:11][CH2:12]1.[CH2:14]1[CH2:15][O:16][CH2:17][CH2:18][NH:19]1.[CH3:20][c:21]1[cH:22][cH:23][cH:24][cH:25][cH:26]1.[OH2:38].[c:27]1([CH3:28])[cH:29][cH:30][c:31]([S:32]([OH:33])(=[O:34])=[O:35])[cH:36][cH:37]1>>[C:1]1([N:19]2[CH2:14][CH2:15][O:16][CH2:17][CH2:18]2)=[CH:2][CH2:3][CH2:4][CH2:5][CH2:6][CH2:7][CH2:8][CH2:9][CH2:10][CH2:11][CH2:12]1. Starting materials: OC1=CC=C(C=C1)C(C)=O (4'-Hydroxyacetophenone), BrC1=NC=CC=C1 (2-bromopyridine). Procedure details: 4'-Hydroxyacetophenone was condensed with 2-bromopyridine by Ullmann reaction to obtain 4'-(pyridine-2-yloxy)acetophenone (yield 73%). This was converted to Mannich base with dimethylamine hydrochloride and paraformaldehyde (yield 56%), which was then cyclized by reacting with 1-ethoxycarbonylmethylpyridinium chloride and ammonium acetate in N,N-dimethyl formamide, (as described in Synthesis (1976), pages 1-24) to obtain 6-[4-(pyridine-2-yloxy)phenyl]-2-pyridone (yield 32%). Isolated yield 73.0%. The product is N1=C(C=CC=C1)OC1=CC=C(C=C1)C(C)=O (4'-(pyridine-2-yloxy)acetophenone). Reaction SMILES: [OH:1][C:2]1[CH:7]=[CH:6][C:5]([C:8](=[O:10])[CH3:9])=[CH:4][CH:3]=1.Br[C:12]1[CH:17]=[CH:16][CH:15]=[CH:14][N:13]=1>>[N:13]1[CH:14]=[CH:15][CH:16]=[CH:17][C:12]=1[O:1][C:2]1[CH:7]=[CH:6][C:5]([C:8](=[O:10])[CH3:9])=[CH:4][CH:3]=1. Starting materials: CS(=O)(=O)OC(C(F)(F)F)(C)C1=NC2=CC=C(C=C2C=C1)Br (6-bromoquinolin-2-yl-2,2,2-trifluoro-1-methylethyl methanesulfonate), C[Al](C)C (trimethylaluminum). Solvent: C1CCCCC1 (cyclohexane). Run at time 1 hour. Yields the product BrC=1C=C2C=CC(=NC2=CC1)C(C(F)(F)F)(C)C (6-Bromo-2-(2,2,2-trifluoro-1,1-dimethylethyl)quinoline). Yield: 100.2%. As a reaction SMILES: CS(O[C:6]([C:12]1[CH:21]=[CH:20][C:19]2[C:14](=[CH:15][CH:16]=[C:17]([Br:22])[CH:18]=2)[N:13]=1)([CH3:11])[C:7]([F:10])([F:9])[F:8])(=O)=O.[CH3:23][Al](C)C>C1CCCCC1>[Br:22][C:17]1[CH:18]=[C:19]2[C:14](=[CH:15][CH:16]=1)[N:13]=[C:12]([C:6]([CH3:23])([CH3:11])[C:7]([F:10])([F:9])[F:8])[CH:21]=[CH:20]2. Procedure details: A suspension of 6-bromoquinolin-2-yl-2,2,2-trifluoro-1-methylethyl methanesulfonate (11.97 g, 30 mmol) in cyclohexane (120 ml) was added trimethylaluminum (120 ml, 123 mmol, 1.03M in hexane solution) at room temperature, and the mixture was stirred at room temperature for 1 hour. The reaction was carefully quenched with saturated sodium bicarbonate aqueous solution (30 ml), brine (10 ml) and diluted with ethyl acetate and heptane (200 ml). After the mixture was stirred for 30 minutes, formed pre... Starting materials: ClC1=C(C=C(C(=C1)Cl)[N+](=O)[O-])C(F)(F)F (2,4-dichloro-5-nitrobenzotrifluoride), NC1=CC=C(C=C1)C[C@@H](C)O ((2R)-1-(4-aminophenyl)-2-propanol). RXN SMILES: [Cl:1][C:2]1[CH:7]=[C:6](Cl)[C:5]([N+:9]([O-:11])=[O:10])=[CH:4][C:3]=1[C:12]([F:15])([F:14])[F:13].[NH2:16][C:17]1[CH:22]=[CH:21][C:20]([CH2:23][C@H:24]([OH:26])[CH3:25])=[CH:19][CH:18]=1>>[Cl:1][C:2]1[C:3]([C:12]([F:15])([F:14])[F:13])=[CH:4][C:5]([N+:9]([O-:11])=[O:10])=[C:6]([NH:16][C:17]2[CH:18]=[CH:19][C:20]([CH2:23][C@H:24]([OH:26])[CH3:25])=[CH:21][CH:22]=2)[CH:7]=1. Procedure: The title compound was prepared according to the procedure described in step 1 of Example 162 from 2,4-dichloro-5-nitrobenzotrifluoride and (2R)-1-(4-aminophenyl)-2-propanol (step 2 of Example 249). Product: ClC=1C(=CC(=C(C1)NC1=CC=C(C=C1)C[C@@H](C)O)[N+](=O)[O-])C(F)(F)F ((2R)-1-(4-{[5-chloro-2-nitro-4-(trifluoromethyl)phenyl]amino}phenyl)-2-propanol). RXN SMILES: [C:1](N1C=CN=C1)([N:3]1[CH:7]=[CH:6][N:5]=C1)=[O:2].[NH2:13][C:14]1[N:23]=[C:22]([C:24]([N:26]2[CH2:34][C:33]3[C:28](=[CH:29][CH:30]=[CH:31][CH:32]=3)[CH2:27]2)=[O:25])[C:21]2[C:16](=[CH:17][CH:18]=[C:19]([C:35]3[CH:40]=[C:39]([F:41])[C:38]([F:42])=[CH:37][C:36]=3[CH2:43][OH:44])[CH:20]=2)[N:15]=1.C(NCCN)(OC(C)(C)C)=O.Cl.C(=O)(O)[O-]>N1C=CC=CC=1>[NH2:5][CH2:6][CH2:7][NH:3][C:1](=[O:2])[O:44][CH2:43][C:36]1[CH:37]=[C:38]([F:42])[C:39]([F:41])=[CH:40][C:35]=1[C:19]1[CH:20]=[C:21]2[C:16](=[CH:17][CH:18]=1)[N:15]=[C:14]([NH2:13])[N:23]=[C:22]2[C:24]([N:26]1[CH2:27][C:28]2[C:33](=[CH:32][CH:31]=[CH:30][CH:29]=2)[CH2:34]1)=[O:25]. Product: NCCNC(OCC1=C(C=C(C(=C1)F)F)C=1C=C2C(=NC(=NC2=CC1)N)C(=O)N1CC2=CC=CC=C2C1)=O (2-[2-Amino-4-(1,3-dihydroisoindole-2-carbonyl)quinazolin-6-yl]-4,5-difluorobenzyl (2-aminoethyl)carbamate). Reactants: NC1=NC2=CC=C(C=C2C(=N1)C(=O)N1CC2=CC=CC=C2C1)C1=C(C=C(C(=C1)F)F)CO ([2-amino-6-(4,5-difluoro-2-hydroxymethylphenyl)quinazolin-4-yl]-(1,3-dihydroisoindol-2-yl)methanone), Cl (HCl), C(=O)(N1C=NC=C1)N1C=NC=C1 (1,1′-carbonyldiimidazole), C([O-])(O)=O (bicarbonate), C(=O)(OC(C)(C)C)NCCN (N-Boc-ethylenediamine). Procedure details: 400 mg of 1,1′-carbonyldiimidazole are dissolved in 10 ml of pyridine and cooled to 0° C. A solution of 1.0 g of [2-amino-6-(4,5-difluoro-2-hydroxymethylphenyl)quinazolin-4-yl]-(1,3-dihydroisoindol-2-yl)methanone dissolved in 10 ml of pyridine is added. The mixture is subsequently stirred at 0° C. for 2 h and at 25° C. for 2 h. 400 mg of N-Boc-ethylenediamine are then added, and the mixture is stirred at 25° C. for a further 18 h. The mixture is added to 250 ml of 1 N HCl and stirred at 25° C. f... Run in N1=CC=CC=C1 (pyridine), N1=CC=CC=C1 (pyridine). Run at temperature 0 celsius, time 2 hour. Reactants: O1C(CCCC1)O[C@H]1C[C@@H](CC2=CC[C@H]3[C@@H]4CC[C@H]([C@@H](CC[C@H](C(C)(C)OC(C)OCC)F)C)[C@]4(CC[C@@H]3[C@@]12C)C)OC1OCCCC1 ([1α,3β,24R]-1,3-bis-[(tetrahydro-2H-pyran-2-yl)oxy]-25-(1-ethoxyethoxy)-24-fluorocholest-5-ene), O.C1(=CC=C(C=C1)S(=O)(=O)O)C (p-toluenesulfonic acid monohydrate). Solvent: CO (methanol). Run at time 0.5 hour. The product is F[C@@H](C(C)(C)O)CC[C@@H](C)[C@H]1CC[C@H]2[C@@H]3CC=C4C[C@H](C[C@@H]([C@]4(C)[C@H]3CC[C@]12C)O)O ([1α,3β,24R]-24-fluorocholest-5-en-1,3,25-triol). RXN SMILES: O1CCCCC1[O:7][C@@H:8]1[C@@:39]2([CH3:40])[C:12](=[CH:13][CH2:14][C@@H:15]3[C@@H:38]2[CH2:37][CH2:36][C@@:35]2([CH3:41])[C@H:16]3[CH2:17][CH2:18][C@@H:19]2[C@H:20]([CH3:34])[CH2:21][CH2:22][C@@H:23]([F:33])[C:24]([O:27]C(OCC)C)([CH3:26])[CH3:25])[CH2:11][C@@H:10]([O:42]C2CCCCO2)[CH2:9]1.O.C1(C)C=CC(S(O)(=O)=O)=CC=1>CO>[F:33][C@H:23]([CH2:22][CH2:21][C@H:20]([C@@H:19]1[C@:35]2([CH3:41])[C@H:16]([C@H:15]3[C@H:38]([CH2:37][CH2:36]2)[C@:39]2([CH3:40])[C:12]([CH2:11][C@@H:10]([OH:42])[CH2:9][C@@H:8]2[OH:7])=[CH:13][CH2:14]3)[CH2:17][CH2:18]1)[CH3:34])[C:24]([OH:27])([CH3:25])[CH3:26] |f:1.2|. Procedure: A mixture of 3.56 g. (0.0053 mole) of [1α,3β,24R]-1,3-bis-[(tetrahydro-2H-pyran-2-yl)oxy]-25-(1-ethoxyethoxy)-24-fluorocholest-5-ene, 140 ml. of methanol and 0.58 g. of p-toluenesulfonic acid monohydrate was stirred at 25° C. for 3 hr. The mixture was quenched by adding 1.0 g. of sodium bicarbonate and stirring for 0.5 hr. The mixture was then evaporated to dryness. The residue was triturated with ethyl aceate, filtered, and evaporated to dryness. The crude solid was recrystallized from ethyl ac... Run in [OH-].[Na+] (sodium hydroxide), C(C)O (ethanol). Procedure: A yellow suspension of methyl[6-chloro-2-(4-ethylpyridine-2-carbonyl)-1H-indol-3-yl]acetate (Example 57, 297 mg, 0.83 mmol) in 2N aqueous sodium hydroxide (2.5 ml) and ethanol (20 ml) was heated at reflux temperature for 3 h. After cooling to room temperature, the mixture was neutralized with 2N aqueous hydrochloric acid (2.5 ml) and concentrated. The residue was diluted with THF (150 ml), dried (MgSO4) and concentrated. The residual solids were recrystallization from ethyl acetate to give 251 m... Yield: 88.2%. Yields the product ClC1=CC=C2C(=C(NC2=C1)C(=O)C1=NC=CC(=C1)CC)CC(=O)O ([6-Chloro-2-(4-ethylpyridine-2-carbonyl)-1H-indol-3-yl]acetic Acid). As a reaction SMILES: C[O:2][C:3](=[O:25])[CH2:4][C:5]1[C:13]2[C:8](=[CH:9][C:10]([Cl:14])=[CH:11][CH:12]=2)[NH:7][C:6]=1[C:15]([C:17]1[CH:22]=[C:21]([CH2:23][CH3:24])[CH:20]=[CH:19][N:18]=1)=[O:16].Cl>[OH-].[Na+].C(O)C>[Cl:14][C:10]1[CH:9]=[C:8]2[C:13]([C:5]([CH2:4][C:3]([OH:25])=[O:2])=[C:6]([C:15]([C:17]3[CH:22]=[C:21]([CH2:23][CH3:24])[CH:20]=[CH:19][N:18]=3)=[O:16])[NH:7]2)=[CH:12][CH:11]=1 |f:2.3|. The reactants are COC(CC1=C(NC2=CC(=CC=C12)Cl)C(=O)C1=NC=CC(=C1)CC)=O (Methyl[6-chloro-2-(4-ethylpyridine-2-carbonyl)-1H-indol-3-yl]acetate), Cl (hydrochloric acid). Reaction SMILES: [CH2:29]1[CH2:30][O:31][CH2:32][CH2:33][NH:34]1.[F:1][c:2]1[cH:3][c:4]2[c:8]([cH:9][cH:10]1)[C:7]([CH2:11][CH2:12][CH2:13][I:14])([c:15]1[cH:16][nH:17][c:18]3[c:19]([NH:24][S:25](=[O:26])(=[O:27])[CH3:28])[cH:20][cH:21][cH:22][c:23]13)[CH2:6][CH2:5]2.[O:35]1[CH2:36][CH2:37][CH2:38][CH2:39]1>>[F:1][c:2]1[cH:3][c:4]2[c:8]([cH:9][cH:10]1)[C:7]([CH2:11][CH2:12][CH2:13][N:34]1[CH2:29][CH2:30][O:31][CH2:32][CH2:33]1)([c:15]1[cH:16][nH:17][c:18]3[c:19]([NH:24][S:25](=[O:26])(=[O:27])[CH3:28])[cH:20][cH:21][cH:22][c:23]13)[CH2:6][CH2:5]2. Yields the product CS(=O)(=O)Nc1cccc2c(C3(CCCN4CCOCC4)CCc4cc(F)ccc43)c[nH]c12. The reactants are C1COCCN1, CS(=O)(=O)Nc1cccc2c(C3(CCCI)CCc4cc(F)ccc43)c[nH]c12, C1CCOC1.